This data is from the Open Reaction Database (ORD), a public repository of structured organic reaction records. The task is: describe an organic reaction: reactants, conditions, products, and yield The reactants are ClCC(C(C(=O)O)=NOCC(=O)OC)=O (4-Chloro-2-methoxycarbonylmethoxyimino-3-oxobutyric acid), C[N+](=CCl)C.[Cl-] (Vilsmeier reagent), Cl.NC1[C@@H]2N(C(=C(CS2)C)C(=S)OC(C2=CC=CC=C2)C2=CC=CC=C2)C1=O (benzhydryl 7-amino-3-methylthio-3-cephem-4-carboxylate, hydrochloride), C[Si](C)(C)CC(=O)N (trimethylsilylacetamide), P(=O)(Cl)(Cl)Cl (phosphorus oxychloride). The solvent is O (water), C(C)(=O)OCC (ethyl acetate), C(C)(=O)OCC (ethyl acetate), C(C)(=O)OCC (ethyl acetate), CN(C=O)C (dimethylformamide). Conditions: time 30 minute. The product is C[N+](=CCl)C.[Cl-] (Vilsmeier reagent), ClCC(C(C(=O)NC1[C@@H]2N(C(=C(CS2)C)C(=S)OC(C2=CC=CC=C2)C2=CC=CC=C2)C1=O)=NOCC(=O)OC)=O (benzhydryl 7-(4-chloro-2-methoxycarbonylmethoxyimino-3-oxobutyramido]-3-methylthio-3-cephem-4-carboxylate). As a reaction SMILES: P(Cl)(Cl)([Cl:3])=O.[Cl:6][CH2:7][C:8](=[O:20])[C:9](=[N:13][O:14][CH2:15][C:16]([O:18][CH3:19])=[O:17])[C:10]([OH:12])=O.[CH3:21][N+:22]([CH3:25])=[CH:23][Cl:24].[Cl-].Cl.[NH2:28][CH:29]1[C:53](=[O:54])[N:31]2[C:32]([C:37]([O:39][CH:40]([C:47]3[CH:52]=[CH:51][CH:50]=[CH:49][CH:48]=3)[C:41]3[CH:46]=[CH:45][CH:44]=[CH:43][CH:42]=3)=[S:38])=[C:33]([CH3:36])[CH2:34][S:35][C@H:30]12.C[Si](CC(N)=O)(C)C>C(OCC)(=O)C.O.CN(C)C=O>[CH3:21][N+:22]([CH3:25])=[CH:23][Cl:24].[Cl-:3].[Cl:6][CH2:7][C:8](=[O:20])[C:9](=[N:13][O:14][CH2:15][C:16]([O:18][CH3:19])=[O:17])[C:10]([NH:28][CH:29]1[C:53](=[O:54])[N:31]2[C:32]([C:37]([O:39][CH:40]([C:41]3[CH:46]=[CH:45][CH:44]=[CH:43][CH:42]=3)[C:47]3[CH:52]=[CH:51][CH:50]=[CH:49][CH:48]=3)=[S:38])=[C:33]([CH3:36])[CH2:34][S:35][C@H:30]12)=[O:12] |f:2.3,4.5,10.11|. Procedure details: Vilsmeier reagent was prepared from phosphorus oxychloride (10.1 g) and dimethylformamide (4.8 g) in ethyl acetate (16 ml) in a usual manner. 4-Chloro-2-methoxycarbonylmethoxyimino-3-oxobutyric acid (syn isomer) (15.7 g) was added to the stirred suspension of Vilsmeier reagent in ethyl acetate (116 ml) under ice-cooling and the mixture was stirred at this temperature for 30 minutes to give an activated acid solution. To a solution of benzhydryl 7-amino-3-methylthio-3-cephem-4-carboxylate, hydroc... Starting materials: COc1ccccc1Br, NC1CCCCC1N, [Cu]I, [K+], [K+], NC(=O)c1ccccc1, O=C([O-])[O-], C1COCCO1. The product is COc1ccccc1NC(=O)c1ccccc1. Reaction SMILES: [Br:24][c:25]1[c:26]([O:31][CH3:32])[cH:27][cH:28][cH:29][cH:30]1.[CH:16]1([NH2:17])[CH2:18][CH2:19][CH2:20][CH2:21][CH:22]1[NH2:23].[Cu:33][I:34].[K+:10].[K+:11].[NH2:1][C:2](=[O:3])[c:4]1[cH:5][cH:6][cH:7][cH:8][cH:9]1.[O-:12][C:13]([O-:14])=[O:15].[O:35]1[CH2:36][CH2:37][O:38][CH2:39][CH2:40]1>>[NH:1]([C:2](=[O:3])[c:4]1[cH:5][cH:6][cH:7][cH:8][cH:9]1)[c:25]1[c:26]([O:31][CH3:32])[cH:27][cH:28][cH:29][cH:30]1. As a reaction SMILES: [F:1][C:2]1[CH:7]=[CH:6][C:5]([CH:8]2[CH2:12][CH2:11][CH:10]([CH2:13]Br)[O:9]2)=[CH:4][CH:3]=1.[NH:15]1[CH2:20][CH2:19][CH:18]([N:21]2[C:25]3[CH:26]=[CH:27][CH:28]=[CH:29][C:24]=3[NH:23][C:22]2=[O:30])[CH2:17][CH2:16]1.[I-].[Na+].[C:33](=[O:36])([O-:35])[O-].[K+].[K+]>CN(C)C=O.O>[C:8]([OH:30])(=[O:9])/[CH:12]=[CH:11]/[C:33]([OH:35])=[O:36].[F:1][C:2]1[CH:7]=[CH:6][C:5]([CH:8]2[CH2:12][CH2:11][CH:10]([CH2:13][N:15]3[CH2:16][CH2:17][CH:18]([N:21]4[C:25]5[CH:26]=[CH:27][CH:28]=[CH:29][C:24]=5[NH:23][C:22]4=[O:30])[CH2:19][CH2:20]3)[O:9]2)=[CH:4][CH:3]=1 |f:2.3,4.5.6,9.10|. Run in CN(C=O)C (dimethylformamide), O (water). Reported procedure: A mixture of 2.59 g of 2-(4-fluorophenyl)-5-(bromomethyl)tetrahydrofuran, 2.17 g of 1-(4-piperidyl)benzimidazolin-2-one, 1.5 g of sodium iodide and 1.38 g of potassium carbonate in 30 ml of dimethylformamide is heated with stirring at 50°-60° C. for 3 hours. The reaction mixture is then poured into water and extracted with chloroform. The extract is washed twice with water and dried over magnesium sulfate, and the solvent is distilled off under reduced pressure. The residue is purified by column... Reaction conditions: time 3 hour. Product: C(\C=C\C(=O)O)(=O)O.FC1=CC=C(C=C1)C1OC(CC1)CN1CCC(CC1)N1C(NC2=C1C=CC=C2)=O (1-[1-(2-(4-fluorophenyl)-tetrahydro-5-furylmethyl)-4-piperidyl]benzimidazolin-2-one fumarate). Reactants: FC1=CC=C(C=C1)C1OC(CC1)CBr (2-(4-fluorophenyl)-5-(bromomethyl)tetrahydrofuran), N1CCC(CC1)N1C(NC2=C1C=CC=C2)=O (1-(4-piperidyl)benzimidazolin-2-one), [I-].[Na+] (sodium iodide), C([O-])([O-])=O.[K+].[K+] (potassium carbonate). Starting materials: C1(=CC=CC=C1)CCC(CCC1=CC=CC=C1)=O (1,5-Diphenylpentan-3-one), C(C)(=O)[O-].[NH4+] (ammonium acetate), C(C)(=O)[O-].[Na+] (sodium acetate), C(#N)[BH3-].[Na+] (sodium cyanoborohydride). Run in CO (methanol), CO (methanol). The product is C(CC1=CC=CC=C1)C(CCC1=CC=CC=C1)N (N-(1-phenethyl-3-phenyl-propyl)amine). RXN SMILES: [C:1]1([CH2:7][CH2:8][C:9](=O)[CH2:10][CH2:11][C:12]2[CH:17]=[CH:16][CH:15]=[CH:14][CH:13]=2)[CH:6]=[CH:5][CH:4]=[CH:3][CH:2]=1.C([O-])(=O)C.[NH4+].C([O-])(=O)C.[Na+].C([BH3-])#[N:30].[Na+]>CO>[CH2:8]([CH:9]([NH2:30])[CH2:10][CH2:11][C:12]1[CH:17]=[CH:16][CH:15]=[CH:14][CH:13]=1)[CH2:7][C:1]1[CH:6]=[CH:5][CH:4]=[CH:3][CH:2]=1 |f:1.2,3.4,5.6|. Procedure: To a solution of 1,5-Diphenylpentan-3-one (5.26 g, 22.1 mmol), ammonium acetate (8.52 g, 110.5 mmol) and sodium acetate (9.06 g, 110.5 mmol) in methanol (80 mL) was added a solution of sodium cyanoborohydride (1.67 g, 26.52 mmol) in methanol (20 mL) and the reaction heated to reflux. After stirring at reflux for 30 min, the reaction was cooled and concentrated to dryness. The residue was partioned between methylene chloride and 2N sodium hydroxide. The organic phase was separated, washed with br... Reactants: NC1=C(C=C(C(=N1)OC)C(=O)NCC1CCN(CC1)CC1CCCCC1)Cl (6-amino-5-chloro-N-{[1-(cyclohexylmethyl)-4-piperidinyl]methyl}-2-(methyloxy)-3-pyridinecarboxamide). Solvent: Cl (hydrogen chloride). Run at time 10 hour. Product: NC1=C(C=C(C(N1)=O)C(=O)NCC1CCN(CC1)CC1CCCCC1)Cl (6-Amino-5-chloro-N-{[1-(cyclohexylmethyl)-4-piperidinyl]methyl}-2-oxo-1,2-dihydro-3-pyridinecarboxamide). Yield: 64.7%. As a reaction SMILES: [NH2:1][C:2]1[N:7]=[C:6]([O:8]C)[C:5]([C:10]([NH:12][CH2:13][CH:14]2[CH2:19][CH2:18][N:17]([CH2:20][CH:21]3[CH2:26][CH2:25][CH2:24][CH2:23][CH2:22]3)[CH2:16][CH2:15]2)=[O:11])=[CH:4][C:3]=1[Cl:27]>Cl>[NH2:1][C:2]1[NH:7][C:6](=[O:8])[C:5]([C:10]([NH:12][CH2:13][CH:14]2[CH2:15][CH2:16][N:17]([CH2:20][CH:21]3[CH2:22][CH2:23][CH2:24][CH2:25][CH2:26]3)[CH2:18][CH2:19]2)=[O:11])=[CH:4][C:3]=1[Cl:27]. Procedure details: A solution of 6-amino-5-chloro-N-{[1-(cyclohexylmethyl)-4-piperidinyl]methyl}-2-(methyloxy)-3-pyridinecarboxamide (109 mg, 0.28 mmol) in 10% methanolic hydrogen chloride (8 ml) was refluxed with stirring for 10 h. After cooling to room temperature, the solvent was removed in vacuo. The residue was suspended in methanol/tetrahydrofuran (1:3, 50 ml) and potassium carbonate (ca. 50 mg) was added to the mixture. The mixture was filtered through a pad of Celite and the filtrate was concentrated in va...